Task: describe an organic reaction: reactants, conditions, products, and yield. Dataset: the Open Reaction Database (ORD), a public repository of structured organic reaction records Reactants: O (water), C([O-])(O)=O.[Na+] (sodium bicarbonate), OC1N(C(C2=CC=CC=C12)=O)CCN1CCC(CC1)CC1=CNC2=CC=C(C=C12)F ((RS)-3-hydroxy-2-{2-[4-((5-fluoro-3-indolyl)methyl)piperidino]ethyl}isoindolinone). Reagents/catalysts: [Zn] (zinc). Solvent: C(C)(=O)O (acetic acid). Reaction conditions: temperature 20 celsius, time 9 hour. The product is FC=1C=C2C(=CNC2=CC1)CC1CCN(CC1)CCN1C(C2=CC=CC=C2C1)=O (2-{2-[4-((5-fluoro-3-indolyl)methyl)piperidino]ethyl}isoindolinone). The yield is 16.5%. RXN SMILES: [OH:1][CH:2]1[C:10]2[C:5](=[CH:6][CH:7]=[CH:8][CH:9]=2)[C:4](=O)[N:3]1[CH2:12][CH2:13][N:14]1[CH2:19][CH2:18][CH:17]([CH2:20][C:21]2[C:29]3[C:24](=[CH:25][CH:26]=[C:27]([F:30])[CH:28]=3)[NH:23][CH:22]=2)[CH2:16][CH2:15]1.O.C(=O)(O)[O-].[Na+]>C(O)(=O)C.[Zn]>[F:30][C:27]1[CH:28]=[C:29]2[C:24](=[CH:25][CH:26]=1)[NH:23][CH:22]=[C:21]2[CH2:20][CH:17]1[CH2:16][CH2:15][N:14]([CH2:13][CH2:12][N:3]2[CH2:4][C:5]3[C:10](=[CH:9][CH:8]=[CH:7][CH:6]=3)[C:2]2=[O:1])[CH2:19][CH2:18]1 |f:2.3|. Procedure details: Powdered zinc (2.97 g) is added at a temperature in the region of 20° C. to a stirred solution of (RS)-3-hydroxy-2-{2-[4-((5-fluoro-3-indolyl)methyl)piperidino]ethyl}isoindolinone (3.4 g) in acetic acid (21 cc). The mixture is heated to boiling for 9 hours and then cooled to a temperature in the vicinity of 20° C. After the addition of distilled water (30 cc), the solution is alkalinized to pH 7-8 with sodium bicarbonate. The organic phase is extracted with dichloromethane (4×30 cc), washed with... Reaction SMILES: [CH2:12]([CH3:13])[C:14](=[O:15])[CH2:16][CH3:17].[H:33][H:34].[N+:1]([O-:2])(=[O:3])[c:4]1[cH:5][c:6]([CH3:11])[c:7]([CH3:10])[cH:8][cH:9]1.[OH2:18].[cH:19]1[c:20]2[c:21]([cH:22][cH:23][cH:24][cH:25]2)[cH:26][cH:27][c:28]1[S:29]([OH:30])(=[O:31])=[O:32]>>[NH:1]([c:4]1[cH:5][c:6]([CH3:11])[c:7]([CH3:10])[cH:8][cH:9]1)[CH:14]([CH2:12][CH3:13])[CH2:16][CH3:17]. Starting materials: CCC(=O)CC, [H][H], Cc1ccc([N+](=O)[O-])cc1C, O, O=S(=O)(O)c1ccc2ccccc2c1. The product is CCC(CC)Nc1ccc(C)c(C)c1. Starting materials: C(CCC(=O)O)(=O)O (succinic acid), C(CCCO)O (1,4-butanediol). Reaction conditions: temperature 125 celsius. Yields the product C(CCC(=O)O)(=O)O.C(CCCO)O (1,4-butanediol succinate). Yield: 105.2%. RXN SMILES: [C:1]([OH:8])(=[O:7])[CH2:2][CH2:3][C:4]([OH:6])=[O:5].[CH2:9]([OH:14])[CH2:10][CH2:11][CH2:12][OH:13]>>[C:1]([OH:8])(=[O:7])[CH2:2][CH2:3][C:4]([OH:6])=[O:5].[CH2:9]([OH:14])[CH2:10][CH2:11][CH2:12][OH:13] |f:2.3|. Procedure: A solution of 590.5 g (5 moles) succinic acid in 602 g (5.1 moles) 1,4-butanediol was introduced at 100° C. into a reaction apparatus made of acid-resistant material with a volume of 5 liters, which was fitted with a high-speed stirrer system of the usual type (turbine agitator; speed of rotation 800 to 1200 rpm) and a distillation column (10 theoretical plates). The mixture was rapidly heated, with stirring, to a reaction temperature of 120 to 130° C. and the water of reaction formed was distil... The reactants are COC(C(CC1=CC2=C(C=C1)OCO2)=[N+]=[N-])=O (methyl-2-diazo-3-(3,4-methylenedioxyphenyl)propionate), C(CCC)C=1N(C(=CN1)C(C1=C(C=C(C=C1)OC)OCC(=O)OC(C)(C)C)=S)C (2-n-butyl-1-methyl-5-(2-t-butoxycarbonylmethoxy-4-methoxythiobenzoyl)-1H-imidazole), Example 1(g). Reagents/catalysts: hexanes. Solvent: CCOCC (Et2O), CCOCC (ether). Product: C(CCC)C=1N(C(=CN1)/C(=C(/C(=O)O)\CC1=CC2=C(C=C1)OCO2)/C2=C(C=C(C=C2)OC)OCC(=O)O)C ((2E)-3-(2-n-Butyl-1-methyl-1H-imidazol-5-yl)-3-(2-carboxymethoxy-4-methoxyphenyl)-2-(3,4-methylenedioxybenzyl)prop-2-enoic acid). RXN SMILES: [CH2:1]([C:5]1[N:6]([CH3:29])[C:7]([C:10](=S)[C:11]2[CH:16]=[CH:15][C:14]([O:17][CH3:18])=[CH:13][C:12]=2[O:19][CH2:20][C:21]([O:23]C(C)(C)C)=[O:22])=[CH:8][N:9]=1)[CH2:2][CH2:3][CH3:4].C[O:31][C:32](=[O:46])[C:33](=[N+]=[N-])[CH2:34][C:35]1[CH:40]=[CH:39][C:38]2[O:41][CH2:42][O:43][C:37]=2[CH:36]=1>CCOCC>[CH2:1]([C:5]1[N:6]([CH3:29])[C:7](/[C:10](/[C:11]2[CH:16]=[CH:15][C:14]([O:17][CH3:18])=[CH:13][C:12]=2[O:19][CH2:20][C:21]([OH:23])=[O:22])=[C:33](\[CH2:34][C:35]2[CH:40]=[CH:39][C:38]3[O:41][CH2:42][O:43][C:37]=3[CH:36]=2)/[C:32]([OH:46])=[O:31])=[CH:8][N:9]=1)[CH2:2][CH2:3][CH3:4]. Procedure details: The freshly prepared 2-n-butyl-1-methyl-5-(2-t-butoxycarbonylmethoxy-4-methoxythiobenzoyl)-1H-imidazole (206 mg, 0.49 mmol) was dissolved in ether (2 ml) and methyl-2-diazo-3-(3,4-methylenedioxyphenyl)propionate as prepared in Example 1(g) (117 mg, 0.50 mmol) was added under argon. After standing at ambient temperature for 1 week, several drops of hexanes were added to the Et2O solution and the resulting white ppt (162 mg) was collected by filtration to afford the (2RS,3RS) isomer of the title c...